From a dataset of the Open Reaction Database (ORD), a public repository of structured organic reaction records. describe an organic reaction: reactants, conditions, products, and yield Starting materials: CC1=C(C=CC(=C1)C)N(S(=O)(=O)C1=CC=C(C=C1)F)CC(C)C (N-(2,4-dimethylphenyl)-4-fluoro-N-isobutylbenzenesulfonamide), FC(CN1CCC(CC1)CO)(F)F ((1-(2,2,2-trifluoroethyl)piperidin-4-yl)methanol), [H-].[Na+] (sodium hydride). Run in CS(=O)C (DMSO), CS(=O)C (dimethyl sulfoxide). Reaction conditions: temperature 20 celsius, time 16 hour. Yields the product CC1=C(C=CC(=C1)C)N(S(=O)(=O)C1=CC=C(C=C1)OCC1CCN(CC1)CC(F)(F)F)CC(C)C (N-(2,4-dimethylphenyl)-N-isobutyl-4-((1-(2,2,2-trifluoroethyl)piperidin-4-yl)methoxy)benzenesulfonamide). RXN SMILES: [CH3:1][C:2]1[CH:7]=[C:6]([CH3:8])[CH:5]=[CH:4][C:3]=1[N:9]([CH2:20][CH:21]([CH3:23])[CH3:22])[S:10]([C:13]1[CH:18]=[CH:17][C:16](F)=[CH:15][CH:14]=1)(=[O:12])=[O:11].[F:24][C:25]([F:36])([F:35])[CH2:26][N:27]1[CH2:32][CH2:31][CH:30]([CH2:33][OH:34])[CH2:29][CH2:28]1.[H-].[Na+]>CS(C)=O>[CH3:1][C:2]1[CH:7]=[C:6]([CH3:8])[CH:5]=[CH:4][C:3]=1[N:9]([CH2:20][CH:21]([CH3:23])[CH3:22])[S:10]([C:13]1[CH:14]=[CH:15][C:16]([O:34][CH2:33][CH:30]2[CH2:31][CH2:32][N:27]([CH2:26][C:25]([F:24])([F:35])[F:36])[CH2:28][CH2:29]2)=[CH:17][CH:18]=1)(=[O:12])=[O:11] |f:2.3|. Reported procedure: To a solution of N-(2,4-dimethylphenyl)-4-fluoro-N-isobutylbenzenesulfonamide (25 mg, 0.075 mmol) and (1-(2,2,2-trifluoroethyl)piperidin-4-yl)methanol (14.70 mg, 0.075 mmol) in dimethyl sulfoxide (DMSO) (0.5 mL) stirred in air at 20° C., was added sodium hydride (approximately 2.98 mg, 0.075 mmol, 60% dispersed in oil) in one charge. The reaction mixture was stirred at 20° C. for 16 hours. The reaction was carefully quenched with methanol (0.5 mL) and water (0.5 mL). The solvent was concentrated... Reactants: C(C1=CC=CC=C1)OC(=O)NCCCC[C@@H](C(=O)OCC1=CC=CC=C1)OP(=O)(O)C(C(C)C)NC(CCC1=CC=CC=C1)=O (benzyl (S)-6-(benzyloxycarbonylamino)-2-((2-methyl-1-(3-phenylpropanoylamino)propyl)(hydroxyphosphinoyl)oxy)hexanoate). Reagents/catalysts: [OH-].[Pd+2].[OH-] (palladium hydroxide). Solvent: O1CCOCC1 (dioxane), O (water). Reaction conditions: time 24 hour. Product: NCCCC[C@@H](C(=O)O)OP(=O)(O)C(C(C)C)NC(CCC1=CC=CC=C1)=O ((S)-6-Amino-2-((2-methyl-1-(3-phenylpropanoylamino)propyl)(hydroxyphosphinoyl)oxy)hexanoic acid). RXN SMILES: C(OC([NH:11][CH2:12][CH2:13][CH2:14][CH2:15][C@H:16]([O:27][P:28]([CH:31]([NH:35][C:36](=[O:45])[CH2:37][CH2:38][C:39]1[CH:44]=[CH:43][CH:42]=[CH:41][CH:40]=1)[CH:32]([CH3:34])[CH3:33])([OH:30])=[O:29])[C:17]([O:19]CC1C=CC=CC=1)=[O:18])=O)C1C=CC=CC=1>O1CCOCC1.O.[OH-].[Pd+2].[OH-]>[NH2:11][CH2:12][CH2:13][CH2:14][CH2:15][C@H:16]([O:27][P:28]([CH:31]([NH:35][C:36](=[O:45])[CH2:37][CH2:38][C:39]1[CH:40]=[CH:41][CH:42]=[CH:43][CH:44]=1)[CH:32]([CH3:34])[CH3:33])([OH:30])=[O:29])[C:17]([OH:19])=[O:18] |f:3.4.5|. Procedure: The benzyl (S)-6-(benzyloxycarbonylamino)-2-((2-methyl-1-(3-phenylpropanoylamino)propyl)(hydroxyphosphinoyl)oxy)hexanoate (85 mg) obtained in the above step (c) was dissolved in a mixed solvent of dioxane (2.4 ml) and water (0.8 ml) and added with palladium hydroxide (45.8 mg), and the mixture was stirred under a hydrogen atmosphere at room temperature for 24 hours. The reaction mixture was filtered with celite and the filtrate was concentrated. The residue was purified with HP-20 (Diaion, 10 cc... Reactants: CC(Cl)c1cccnc1, FC(F)(F)c1ccc(CC2CCNC2)cc1. The reagents and catalysts are O=C([O-])[O-].[Cs+].[Cs+] (cesium carbonate), [I-].[K+] (potassium iodide). Run in CN(C)C=O (DMF), CN(C)C=O (dmf), CN(C)C=O (DMF). Reaction conditions: temperature 70 celsius, time 16 hour. Yields the product CC(c1cccnc1)N1CCC(Cc2ccc(C(F)(F)F)cc2)C1. Reactants: O=C([O-])[O-], CC#N, ClCc1ccc(Cl)cc1, Cl, [K+], [K+], CCCCOC(=O)CCc1ccc(N2CCNCC2)cc1. Yields the product CCCCOC(=O)CCc1ccc(N2CCN(Cc3ccc(Cl)cc3)CC2)cc1. Reaction SMILES: [C:22](=[O:23])([O-:24])[O-:25].[CH3:38][C:39]#[N:40].[Cl:28][c:29]1[cH:30][cH:31][c:32]([CH2:33][Cl:34])[cH:35][cH:36]1.[ClH:37].[K+:26].[K+:27].[N:1]1([c:7]2[cH:8][cH:9][c:10]([CH2:13][CH2:14][C:15](=[O:16])[O:17][CH2:18][CH2:19][CH2:20][CH3:21])[cH:11][cH:12]2)[CH2:2][CH2:3][NH:4][CH2:5][CH2:6]1>>[N:1]1([c:7]2[cH:8][cH:9][c:10]([CH2:13][CH2:14][C:15](=[O:16])[O:17][CH2:18][CH2:19][CH2:20][CH3:21])[cH:11][cH:12]2)[CH2:2][CH2:3][N:4]([CH2:33][c:32]2[cH:31][cH:30][c:29]([Cl:28])[cH:36][cH:35]2)[CH2:5][CH2:6]1. The reactants are Brc1ccccc1, CC(C)(C)[O-], Cc1ccccc1, Cc1cccc(N)n1, [Na+]. Product: Cc1cccc(Nc2ccccc2)n1. As a reaction SMILES: [Br:9][c:10]1[cH:11][cH:12][cH:13][cH:14][cH:15]1.[CH3:16][C:17]([CH3:18])([O-:19])[CH3:20].[CH3:22][c:23]1[cH:24][cH:25][cH:26][cH:27][cH:28]1.[NH2:1][c:2]1[n:3][c:4]([CH3:8])[cH:5][cH:6][cH:7]1.[Na+:21]>>[NH:1]([c:2]1[n:3][c:4]([CH3:8])[cH:5][cH:6][cH:7]1)[c:10]1[cH:11][cH:12][cH:13][cH:14][cH:15]1.